Dataset: the Open Reaction Database (ORD), a public repository of structured organic reaction records. Task: describe an organic reaction: reactants, conditions, products, and yield Starting materials: CN1CC2=C(CC1)OC1=C2C=CC=C1[N+](=O)[O-] (1,2,3,4-tetrahydro-2-methyl-6-nitrobenzofuro[3,2-c]pyridine), ( C ), ClC(C)CC(=O)Cl ((1-chloroethyl) acetylchloride). Yield: 30.7%. Reaction SMILES: C[N:2]1[CH2:7][CH2:6][C:5]2[O:8][C:9]3[C:14]([N+:15]([O-:17])=[O:16])=[CH:13][CH:12]=[CH:11][C:10]=3[C:4]=2[CH2:3]1.ClC(CC(Cl)=O)C>ClCCCl>[N+:15]([C:14]1[C:9]2[O:8][C:5]3[CH2:6][CH2:7][NH:2][CH2:3][C:4]=3[C:10]=2[CH:11]=[CH:12][CH:13]=1)([O-:17])=[O:16]. Reaction conditions: temperature 0 celsius. Solvent: ClCCCl (1,2-dichloroethane). Product: [N+](=O)([O-])C1=CC=CC2=C1OC1=C2CNCC1 (1,2,3,4-tetrahydro-6-nitrobenzofuro[3,2-c]-pyridine). Reported procedure: 1,2,3,4-tetrahydro-2-methyl-6-nitrobenzofuro[3,2-c]pyridine (0.0224 mol), prepared according to the procedure described in J. Chem. Soc. (C), 1971, p53-60, was dissolved in 1,2-dichloroethane (40 ml), and cooled to 0° C. At this temperature, (1-chloroethyl) acetylchloride (0.0291 mol) was added dropwise. The suspension was stirred and refluxed for 2 hours. 1,2-dichloroethane was evaporated. The mixture was dissolved in methanol, stirred and refluxed for 2 hours, then filtered. Both the filtrate ... Reactants: CN(C(=O)C1=CC2=C(N=C(N=C2)NC2=NC=C(C=C2)C=O)N1C1CCCC1)C (7-cyclopentyl-2-(5-formyl-pyridin-2-ylamino)-7H-pyrrolo[2,3-d]pyrimidine-6-carboxylic acid dimethylamide), OCCN1CCNCC1 (N-(2-hydroxyethyl)piperazine). Yields the product CN(C(=O)C1=CC2=C(N=C(N=C2)NC2=NC=C(C=C2)CN2CCN(CC2)CCO)N1C1CCCC1)C (7-cyclopentyl-2-{5-[4-(2-hydroxy-ethyl)-piperazin-1-ylmethyl]-pyridin-2-ylamino}-7H-pyrrolo[2,3-d]pyrimidine-6-carboxylic acid dimethylamide), solid. RXN SMILES: [CH3:1][N:2]([CH3:28])[C:3]([C:5]1[N:22]([CH:23]2[CH2:27][CH2:26][CH2:25][CH2:24]2)[C:8]2[N:9]=[C:10]([NH:13][C:14]3[CH:19]=[CH:18][C:17]([CH:20]=O)=[CH:16][N:15]=3)[N:11]=[CH:12][C:7]=2[CH:6]=1)=[O:4].[OH:29][CH2:30][CH2:31][N:32]1[CH2:37][CH2:36][NH:35][CH2:34][CH2:33]1>>[CH3:28][N:2]([CH3:1])[C:3]([C:5]1[N:22]([CH:23]2[CH2:27][CH2:26][CH2:25][CH2:24]2)[C:8]2[N:9]=[C:10]([NH:13][C:14]3[CH:19]=[CH:18][C:17]([CH2:20][N:35]4[CH2:36][CH2:37][N:32]([CH2:31][CH2:30][OH:29])[CH2:33][CH2:34]4)=[CH:16][N:15]=3)[N:11]=[CH:12][C:7]=2[CH:6]=1)=[O:4]. Procedure details: Following General Procedure B, 7-cyclopentyl-2-(5-formyl-pyridin-2-ylamino)-7H-pyrrolo[2,3-d]pyrimidine-6-carboxylic acid dimethylamide (150 mg, 0.396 mmol) and N-(2-hydroxyethyl)piperazine (57 mg, 0.436 mmol) gave 7-cyclopentyl-2-{5-[4-(2-hydroxy-ethyl)-piperazin-1-ylmethyl]-pyridin-2-ylamino}-7H-pyrrolo[2,3-d]pyrimidine-6-carboxylic acid dimethylamide as an off white solid (78 mg, 40%) [following SiO2 chromatography, eluting with 0-10% (2M NH3 in MeOH)/DCM]. MS (ESI) m/z 493.3 (M+H)+ (method A... Isolated yield 17.5%. Starting materials: C1(CCCCC1)C1=C2C=C3N(C=C4N(C5=C3C=C(C=C5)C(=O)O)CC=N4)C2=CC=C1 (10-cyclohexyl-4H-imidazo[1,2-a]indolo[1,2-d][1,4]benzodiazepine-7-carboxylic acid), CN(S(=O)(=O)N)C (N,N-dimethylsulfamide), CCN=C=NCCCN(C)C.Cl (EDCI HCl). Procedure details: To a solution of 10-cyclohexyl-4H-imidazo[1,2-a]indolo[1,2-d][1,4]benzodiazepine-7-carboxylic acid (25 mg, 0.063 mmol) and N,N-dimethylsulfamide (41 mg, 0.33 mmol) in DMF (1.5 mL), was added DMAP (40 mg, 0.33 mmol) and then EDCI-HCl (50 mg, 0.26 mmol). The reaction mixture was stirred at 60° C. for 2 h, cooled to rt, diluted with DMSO and MeOH and purified by prep HPLC (MeOH/H2O with 10 mM TFA buffer) to yield 10-cyclohexyl-N-((dimethylamino)sulfonyl)-4H-imidazo[1,2-a]indolo[1,2-d][1,4]benzodiaz... Reaction SMILES: [CH:1]1([C:7]2[CH:30]=[CH:29][CH:28]=[C:27]3[C:8]=2[CH:9]=[C:10]2[C:16]4[CH:17]=[C:18]([C:21]([OH:23])=O)[CH:19]=[CH:20][C:15]=4[N:14]4[CH2:24][CH:25]=[N:26][C:13]4=[CH:12][N:11]23)[CH2:6][CH2:5][CH2:4][CH2:3][CH2:2]1.[CH3:31][N:32]([CH3:37])[S:33]([NH2:36])(=[O:35])=[O:34].CCN=C=NCCCN(C)C.Cl>CN(C=O)C.CN(C1C=CN=CC=1)C.CS(C)=O.CO>[CH:1]1([C:7]2[CH:30]=[CH:29][CH:28]=[C:27]3[C:8]=2[CH:9]=[C:10]2[C:16]4[CH:17]=[C:18]([C:21]([NH:36][S:33]([N:32]([CH3:37])[CH3:31])(=[O:35])=[O:34])=[O:23])[CH:19]=[CH:20][C:15]=4[N:14]4[CH2:24][CH:25]=[N:26][C:13]4=[CH:12][N:11]23)[CH2:6][CH2:5][CH2:4][CH2:3][CH2:2]1 |f:2.3|. Run at temperature 60 celsius, time 2 hour. Run in CN(C)C=O (DMF), CS(=O)C (DMSO), CO (MeOH). Reagents/catalysts: CN(C)C=1C=CN=CC1 (DMAP). The product is C1(CCCCC1)C1=C2C=C3N(C=C4N(C5=C3C=C(C=C5)C(=O)NS(=O)(=O)N(C)C)CC=N4)C2=CC=C1 (10-cyclohexyl-N-((dimethylamino)sulfonyl)-4H-imidazo[1,2-a]indolo[1,2-d][1,4]benzodiazepine-7-carboxamide). The reactants are [OH-].[K+] (potassium hydroxide), BrC1C(C2=C(O1)C(=CC=C2)F)Br (2,3-dibromo-2,3-dihydro-7-fluorobenzo[b]furan), C(C)(=O)O (acetic acid). Run in C(C)O (ethanol). Run at time 3 hour. Product: BrC=1C2=C(OC1)C(=CC=C2)F (3-bromo-7-fluorobenzo[b]furan). Isolated yield 97.6%. As a reaction SMILES: [OH-].[K+].Br[CH:4]1[O:8][C:7]2[C:9]([F:13])=[CH:10][CH:11]=[CH:12][C:6]=2[CH:5]1[Br:14].C(O)(=O)C>C(O)C>[Br:14][C:5]1[C:6]2[CH:12]=[CH:11][CH:10]=[C:9]([F:13])[C:7]=2[O:8][CH:4]=1 |f:0.1|. Procedure: To a solution of potassium hydroxide (12.7 g) in ethanol (180 ml) was slowly added the product obtained in Step 1 (34 g) and stirred for 3 hours. The resulting solution was neutralized by acetic acid, then extracted with ether. The organic layer was washed with successive water and saturated aqueous NaCl solution. After drying over anhydrous sodium sulfate, ether was removed in vacuo to give 24.1 g of the objective compound. Starting materials: ClC1=CC=C(C=C1)NC1=NC(=NC(=C1[N+](=O)[O-])N1CCOCC1)C#N (4-[(4-Chlorophenyl)amino]-6-morpholin-4-yl-5-nitropyrimidine-2-carbonitrile). Reagents/catalysts: [Pd] (palladium on charcoal). The solvent is C(C)(=O)OCC (ethyl acetate). The product is NC=1C(=NC(=NC1N1CCOCC1)C#N)NC1=CC=C(C=C1)Cl (5-Amino-4-[(4-chlorophenyl)amino]-6-morpholin-4-ylpyrimidine-2-carbonitrile). RXN SMILES: [Cl:1][C:2]1[CH:7]=[CH:6][C:5]([NH:8][C:9]2[C:14]([N+:15]([O-])=O)=[C:13]([N:18]3[CH2:23][CH2:22][O:21][CH2:20][CH2:19]3)[N:12]=[C:11]([C:24]#[N:25])[N:10]=2)=[CH:4][CH:3]=1>[Pd].C(OCC)(=O)C>[NH2:15][C:14]1[C:9]([NH:8][C:5]2[CH:6]=[CH:7][C:2]([Cl:1])=[CH:3][CH:4]=2)=[N:10][C:11]([C:24]#[N:25])=[N:12][C:13]=1[N:18]1[CH2:23][CH2:22][O:21][CH2:20][CH2:19]1. Procedure details: The product from step (ii) (1.7 g) and 10% palladium on charcoal (0.2 g) in ethyl acetate (300 ml) was hydrogenated at 2 Bar for 8 h, filtered through celite and the solvent evaporated under reduced pressure. Yield 1.05 g